Task: describe an organic reaction: reactants, conditions, products, and yield. Dataset: the Open Reaction Database (ORD), a public repository of structured organic reaction records Starting materials: Cl (Hydrochloric acid), C(=O)=O (dry ice), N(=O)[O-].[Na+] (sodium nitrite), Cl.COC=1C=C(N)C=CC1OC (3,4-dimethoxyaniline hydrochloride), O1C(=CC=C1)C=O (furaldehyde), CuCl2.2H2O. Solvent: O (water), CC(=O)C (acetone), O (water), O (water). Run at time 8 day. The product is COC=1C=C(C=CC1OC)C1=CC=C(O1)C=O (5-(3,4-Dimethoxyphenyl)-2-furaldehyde). Yield: 26.9%. Reaction SMILES: Cl.Cl.[CH3:3][O:4][C:5]1[CH:6]=[C:7]([CH:9]=[CH:10][C:11]=1[O:12][CH3:13])N.C(=O)=O.N([O-])=O.[Na+].[O:21]1[CH:25]=[CH:24][CH:23]=[C:22]1[CH:26]=[O:27]>O.CC(C)=O>[CH3:3][O:4][C:5]1[CH:6]=[C:7]([C:25]2[O:21][C:22]([CH:26]=[O:27])=[CH:23][CH:24]=2)[CH:9]=[CH:10][C:11]=1[O:12][CH3:13] |f:1.2,4.5|. Procedure details: A 12 l. four-necked flask equipped with a stirrer, a thermometer and a dropping funnel was charged with water (5 l.). Hydrochloric acid (500 ml) was introduced dropwise. 3,4-dimethoxyaniline hydrochloride (379 g, 2.0 moles) was introduced. This mixture was cooled to -5° C. with a mixture of dry ice and acetone. A solution of sodium nitrite (200 g, 2.9 moles) in water (1600 ml) was introduced dropwise maintaining the temperature at -5° to 0° C. This was followed by the addition of furaldehyde (38... Starting materials: COC1=CC=C(C=C1)C1=C(C2=C(S1)C=C(C=C2)OC)C(=O)C=2C=CC(=NC2)OCCN2CCCCC2 ([2-(4-Methoxyphenyl)-6-methoxybenzo[b]thien-3-yl][2-[2-(1-piperidinyl)ethoxy]-pyridin-5-yl]methanone), B(Cl)(Cl)Cl (BCl3). The solvent is ClC(C)Cl (dichloroethane). The product is OC1=CC=C(C=C1)C1=C(C2=C(S1)C=C(C=C2)O)C(=O)C=2C=CC(=NC2)OCCN2CCCCC2 ([2-(4-Hydroxyphenyl)-6-hydroxybenzo[b]thien-3-yl][2-[2-(1-piperidinyl)ethoxy]pyridin-5-yl]methanone). As a reaction SMILES: C[O:2][C:3]1[CH:8]=[CH:7][C:6]([C:9]2[S:13][C:12]3[CH:14]=[C:15]([O:18]C)[CH:16]=[CH:17][C:11]=3[C:10]=2[C:20]([C:22]2[CH:23]=[CH:24][C:25]([O:28][CH2:29][CH2:30][N:31]3[CH2:36][CH2:35][CH2:34][CH2:33][CH2:32]3)=[N:26][CH:27]=2)=[O:21])=[CH:5][CH:4]=1.B(Cl)(Cl)Cl>ClC(Cl)C>[OH:2][C:3]1[CH:8]=[CH:7][C:6]([C:9]2[S:13][C:12]3[CH:14]=[C:15]([OH:18])[CH:16]=[CH:17][C:11]=3[C:10]=2[C:20]([C:22]2[CH:23]=[CH:24][C:25]([O:28][CH2:29][CH2:30][N:31]3[CH2:32][CH2:33][CH2:34][CH2:35][CH2:36]3)=[N:26][CH:27]=2)=[O:21])=[CH:5][CH:4]=1. Procedure: [2-(4-Methoxyphenyl)-6-methoxybenzo[b]thien-3-yl][2-[2-(1-piperidinyl)ethoxy]-pyridin-5-yl]methanone (1.8 g, 3.58 mmol) of was dissolved in 20 mL of dichloroethane and 3.1 mL (35.8 mmol) of condensed BCl3 was added. The reaction mixture was stirred at ambient temperature under a nitrogen atmosphere for forty-eight hours. The reaction was quenched with 5 mL of MeOH and reaction was stirred for one hour. The reaction volume was evaporated to half the orginal volume and chromatographed on a silica ... Reactants: ClC1=C(C=C(C=C1)C(F)(F)F)[N+](=O)[O-] (4-chloro-3-nitrobenzotrifluoride), CN1C(CCC1)=O (N-methyl-2-pyrrolidinone), cuprous cyanide, [Br-].[Li+] (lithium bromide). Conditions: temperature 175 celsius, time 24 hour. Yields the product C(#N)C1=C(C=C(C=C1)C(F)(F)F)[N+](=O)[O-] (4-Cyano-3-Nitrobenzotrifluoride). As a reaction SMILES: Cl[C:2]1[CH:7]=[CH:6][C:5]([C:8]([F:11])([F:10])[F:9])=[CH:4][C:3]=1[N+:12]([O-:14])=[O:13].[Br-].[Li+].[CH3:17][N:18]1CCCC1=O>>[C:17]([C:2]1[CH:7]=[CH:6][C:5]([C:8]([F:11])([F:10])[F:9])=[CH:4][C:3]=1[N+:12]([O-:14])=[O:13])#[N:18] |f:1.2|. Reported procedure: In a flask were placed 1.13 grams (g) (5.0 mmol) 4-chloro-3-nitrobenzotrifluoride, 0.4478 g (5.0 mmol) cuprous cyanide, 0.4342 g (5.0 mmol) lithium bromide and 10 milliliters (ml) N-methyl-2-pyrrolidinone, under a nitrogen blanket. The reaction mixture was then heated to a temperature of 175° C. and reaction was continued at a range of 172°-178° C. over a period of 24 hours. At the end of that run, the heat source was removed and the reaction mixture cooled. Product was recovered by washing with... Reactants: OC1=C2[N+](=NO1)CSC2 (3-hydroxy-4H,6H-thiazolo[3,4-c][1,2,3]oxadiazol-7-ium), salt, FC1=C(C=CC(=C1)F)C#CC1=NC(=NC=C1)Cl (4-[2-(2,4-difluorophenyl)ethynyl)-2-chloropyrimidine). The solvent is C1(=CC(=CC(=C1)C)C)C (mesitylene). Product: ClC1=NC=CC(=N1)C=1C(=NN2CSCC21)C2=C(C=C(C=C2)F)F (3-(2-chloro-4-pyrimidinyl)-2-(2,4-difluorophenyl)-4H,6H-pyrazolo[1,5-c]thiazole). Reaction SMILES: OC1O[N:5]=[N+:4]2[CH2:7][S:8][CH2:9][C:3]=12.[F:10][C:11]1[CH:16]=[C:15]([F:17])[CH:14]=[CH:13][C:12]=1[C:18]#[C:19][C:20]1[CH:25]=[CH:24][N:23]=[C:22]([Cl:26])[N:21]=1>C1(C)C=C(C)C=C(C)C=1>[Cl:26][C:22]1[N:21]=[C:20]([C:19]2[C:18]([C:12]3[CH:13]=[CH:14][C:15]([F:17])=[CH:16][C:11]=3[F:10])=[N:5][N:4]3[C:3]=2[CH2:9][S:8][CH2:7]3)[CH:25]=[CH:24][N:23]=1. Procedure: A solution of 3-hydroxy-4H,6H-thiazolo[3,4-c][1,2,3]oxadiazol-7-ium, inner salt (0.63 g, 4.3 mmol) (prepared from thiazolidine-4-carboxylic acid by nitrosation and treatment with trifluoroacetic anhydride as described in Sutcliffe et al. Tetrahedron 2000, 24, 10011-10021) and 4-[2-(2,4-difluorophenyl)ethynyl)-2-chloropyrimidine (1.0 g, 4.0 mmol) in mesitylene (15 mL) was heated at 155-160° C. under nitrogen for 48 h. The reaction mixture was concentrated under reduced pressure. The crude residue... Starting materials: CON(C(=O)C1CN(CC1)C(=O)OC(C)(C)C)C (tert-butyl 3-(methoxy(methyl)carbamoyl)pyrrolidine-1-carboxylate), C1CCOC1 (THF), [Br-] (bromide). Reaction conditions: temperature -78 celsius, time 0.5 hour. Product: C(C#CC)(=O)C1CN(CC1)C(=O)OC(C)(C)C (tert-butyl 3-(but-2-ynoyl)pyrrolidine-1-carboxylate). Yield: 86.0%. Reaction SMILES: CON(C)[C:4]([CH:6]1[CH2:10][CH2:9][N:8]([C:11]([O:13][C:14]([CH3:17])([CH3:16])[CH3:15])=[O:12])[CH2:7]1)=[O:5].[Br-].[CH2:20]1[CH2:24]OC[CH2:21]1>>[C:4]([CH:6]1[CH2:10][CH2:9][N:8]([C:11]([O:13][C:14]([CH3:15])([CH3:16])[CH3:17])=[O:12])[CH2:7]1)(=[O:5])[C:21]#[C:20][CH3:24]. Procedure details: To a stirred mixture of tert-butyl 3-(methoxy(methyl)carbamoyl)pyrrolidine-1-carboxylate (2 g, 7.75 mmol) in dry THF (10 mL) was added 1-propynylmagnesinm bromide (30 mL, 15 mmol) under N2 at −78° C. The reaction mixture was stirred at −78° C. for 0.5 h, allowed to warm to rt slowly and stirred for another 10 h. The mixture was quenched with 2 N aq HCl (20 mL) at 0° C. and extracted with EtOAc (50 mL×3). The combined organic layers were washed with water (20 mL) and brine (20 mL), dried over Na2...